Task: describe an organic reaction: reactants, conditions, products, and yield. Dataset: the Open Reaction Database (ORD), a public repository of structured organic reaction records Reactants: C(C)N1C2=C(N(C(C3=C1N=CC(=C3)C#C)=O)C)C=CC=N2 (5,11-dihydro-11-ethyl-8-ethynyl-5-methyl-6H-dipyrido[3,2-b:2',3'-e][1,4]diazepin-6-one), ethyl acetate hexanes, IC1=CC=C(C(=O)OC)C=C1 (methyl 4-iodobenzoate), N1=CC=CC2=NC(C3=C(N=C21)N=CC=C3)=O (6H-dipyrido[3,2-b:2',3'-e][1,4]diazepin-6-one). Product: C(C)N1C2=C(N(C(C3=C1N=CC(=C3)CCC3=CC=C(C=C3)C(=O)OC)=O)C)C=CC=N2 (5,11-Dihydro-11-ethyl-5-methyl-8-[2-(4-carbomethoxyphenyl)ethyl]-6H-dipyrido[3,2-b:2',3'-e][1,4]diazepin-6-one). Isolated yield 14.7%. RXN SMILES: [CH2:1]([N:3]1[C:9]2[N:10]=[CH:11][C:12]([C:14]#[CH:15])=[CH:13][C:8]=2[C:7](=[O:16])[N:6]([CH3:17])[C:5]2[CH:18]=[CH:19][CH:20]=[N:21][C:4]1=2)[CH3:2].I[C:23]1[CH:32]=[CH:31][C:26]([C:27]([O:29][CH3:30])=[O:28])=[CH:25][CH:24]=1.N1C2C(=NC(=O)C3C=CC=NC=3N=2)C=CC=1>>[CH2:1]([N:3]1[C:9]2[N:10]=[CH:11][C:12]([CH2:14][CH2:15][C:23]3[CH:32]=[CH:31][C:26]([C:27]([O:29][CH3:30])=[O:28])=[CH:25][CH:24]=3)=[CH:13][C:8]=2[C:7](=[O:16])[N:6]([CH3:17])[C:5]2[CH:18]=[CH:19][CH:20]=[N:21][C:4]1=2)[CH3:2]. Reported procedure: 5,11-dihydro-11-ethyl-8-ethynyl-5-methyl-6H-dipyrido[3,2-b:2',3'-e][1,4]diazepin-6-one (0.1 g, 0.36 mmol) was coupled with methyl 4-iodobenzoate (0.1 g, 0.38 mmol) by a procedure analogous to that described in Example 51b to give 79 mg of an olefinic coupled product, 5,11-Dihydro-11-ethyl-5-methyl-8-[2-(4-methoxycarbonylphenyl)ethen-1-yl]-(-6H-dipyrido[3,2-b:2',3'-e][1,4]diazepin-6-one. Hydrogenation as described in Example 56 afforded 22 mg of the title compound, m.p. 172°-173° C. (ethyl acetat... The reactants are COc1ccc(C=CC(=O)O)cc1, CN(C)C=O, O=C(Cl)C(=O)Cl, N, C1CCOC1. Product: COc1ccc(C=CC(N)=O)cc1. Reaction SMILES: [CH3:7][O:8][c:9]1[cH:10][cH:11][c:12]([CH:15]=[CH:16][C:17](=[O:18])[OH:19])[cH:13][cH:14]1.[CH:26]([N:27]([CH3:28])[CH3:29])=[O:30].[Cl:1][C:2]([C:3]([Cl:4])=[O:5])=[O:6].[NH3:20].[O:21]1[CH2:22][CH2:23][CH2:24][CH2:25]1>>[CH3:7][O:8][c:9]1[cH:10][cH:11][c:12]([CH:15]=[CH:16][C:17](=[O:19])[NH2:20])[cH:13][cH:14]1. Starting materials: C(C)N=C=NCCCN(C)C (1-ethyl-3-(3-dimethylaminopropyl)carbodiimide), Cl.COC(CCNC(=O)C1CNCCC1)=O (N-[(3-piperidyl)carbonyl]-β-alanine methyl ester hydrochloride), C(C)(C)(C)OC(=O)N1CCC(CC1)CCC(=O)O (3-(1-tert-butoxycarbonyl-4-piperidyl)propionic acid), ON1N=NC2=C1C=CC=C2 (1-hydroxybenztriazole). Solvent: CN(C=O)C (N,N-dimethylformamide), O (water). Run at temperature 0 celsius. Product: COC(CCNC(=O)C1CN(CCC1)C(CCC1CCN(CC1)C(=O)OC(C)(C)C)=O)=O (N-[1-{3-(1-tert-butoxycarbonyl-4-piperidyl)propionyl}-3-piperidylcarbonyl]-β-alanine methyl ester). Yield: 77.2%. RXN SMILES: Cl.[CH3:2][O:3][C:4](=[O:16])[CH2:5][CH2:6][NH:7][C:8]([CH:10]1[CH2:15][CH2:14][CH2:13][NH:12][CH2:11]1)=[O:9].[C:17]([O:21][C:22]([N:24]1[CH2:29][CH2:28][CH:27]([CH2:30][CH2:31][C:32](O)=[O:33])[CH2:26][CH2:25]1)=[O:23])([CH3:20])([CH3:19])[CH3:18].ON1C2C=CC=CC=2N=N1.C(N=C=NCCCN(C)C)C>CN(C)C=O.O>[CH3:2][O:3][C:4](=[O:16])[CH2:5][CH2:6][NH:7][C:8]([CH:10]1[CH2:15][CH2:14][CH2:13][N:12]([C:32](=[O:33])[CH2:31][CH2:30][CH:27]2[CH2:26][CH2:25][N:24]([C:22]([O:21][C:17]([CH3:19])([CH3:18])[CH3:20])=[O:23])[CH2:29][CH2:28]2)[CH2:11]1)=[O:9] |f:0.1|. Procedure: To a mixture of N-[(3-piperidyl)carbonyl]-β-alanine methyl ester hydrochloride (1.57 g),3-(1-tert-butoxycarbonyl-4-piperidyl)propionic acid (1.61 g) and 1-hydroxybenztriazole (0.96 g) in N,N-dimethylformamide (16 ml) was added 1-ethyl-3-(3-dimethylaminopropyl)carbodiimide (1.14 ml) under stirring at 0° C. After stirring at ambient temperature for 1 hour, the mixture was poured into water and extracted with ethyl acetate. The extract was washed with water, brine and dried over MgSO4, and evaporat... Starting materials: [Br-], COCOc1cccnc1Br, BrCc1ccccc1, [Mg+]Cc1ccccc1, CCOCC, [Cl-], [Mg], [NH4+], C1CCOC1. The product is COCOc1cccnc1Cc1ccccc1. RXN SMILES: [Br-:12].[Br:1][c:2]1[n:3][cH:4][cH:5][cH:6][c:7]1[O:8][CH2:9][O:10][CH3:11].[Br:21][CH2:22][c:23]1[cH:24][cH:25][cH:26][cH:27][cH:28]1.[CH2:13]([c:14]1[cH:15][cH:16][cH:17][cH:18][cH:19]1)[Mg+:20].[CH3:32][CH2:33][O:34][CH2:35][CH3:36].[Cl-:30].[Mg:29].[NH4+:31].[O:37]1[CH2:38][CH2:39][CH2:40][CH2:41]1>>[c:2]1([CH2:13][c:14]2[cH:15][cH:16][cH:17][cH:18][cH:19]2)[n:3][cH:4][cH:5][cH:6][c:7]1[O:8][CH2:9][O:10][CH3:11]. Starting materials: CCCCCN=C=O, O=C(Cl)Cl, COC(=O)c1csc(C)c1S(N)(=O)=O. Product: COC(=O)c1csc(C)c1S(=O)(=O)N=C=O. As a reaction SMILES: [CH2:15]([N:16]=[C:21]=[O:22])[CH2:17][CH2:18][CH2:19][CH3:20].[Cl:23][C:24](=[O:25])[Cl:26].[NH2:1][S:2](=[O:3])(=[O:4])[c:5]1[c:6]([C:11](=[O:12])[O:13][CH3:14])[cH:7][s:8][c:9]1[CH3:10]>>[N:1]([S:2](=[O:3])(=[O:4])[c:5]1[c:6]([C:11](=[O:12])[O:13][CH3:14])[cH:7][s:8][c:9]1[CH3:10])=[C:21]=[O:22]. Reactants: FC1=C(C=CC(=C1)B1OC(C(O1)(C)C)(C)C)C=1C=NC(=NC1)N (5-(2-fluoro-4-(4,4,5,5-tetramethyl-1,3,2-dioxaborolan-2-yl)phenyl)pyrimidin-2-amine), BrC1=C(C=CC=C1)N1S(CCC1)(=O)=O (2-(2-bromophenyl)isothiazolidine 1,1-dioxide). Product: O=S1(N(CCC1)C1=C(C=CC=C1)C1=CC(=C(C=C1)C=1C=NC(=NC1)N)F)=O (5-[2′-(1,1-Dioxidoisothiazolidin-2-yl)-3-fluorobiphenyl-4-yl]pyrimidin-2-amine). As a reaction SMILES: [F:1][C:2]1[CH:7]=[C:6](B2OC(C)(C)C(C)(C)O2)[CH:5]=[CH:4][C:3]=1[C:17]1[CH:18]=[N:19][C:20]([NH2:23])=[N:21][CH:22]=1.Br[C:25]1[CH:30]=[CH:29][CH:28]=[CH:27][C:26]=1[N:31]1[CH2:35][CH2:34][CH2:33][S:32]1(=[O:37])=[O:36]>>[O:36]=[S:32]1(=[O:37])[CH2:33][CH2:34][CH2:35][N:31]1[C:26]1[CH:27]=[CH:28][CH:29]=[CH:30][C:25]=1[C:6]1[CH:5]=[CH:4][C:3]([C:17]2[CH:22]=[N:21][C:20]([NH2:23])=[N:19][CH:18]=2)=[C:2]([F:1])[CH:7]=1. Procedure: Title compound was prepared using methods analogous to those described in Example 384 using 5-(2-fluoro-4-(4,4,5,5-tetramethyl-1,3,2-dioxaborolan-2-yl)phenyl)pyrimidin-2-amine and 2-(2-bromophenyl)isothiazolidine 1,1-dioxide. MS (ESI): mass calcd. for C19H17FN4O2S, 384.11; m/z found, 385.0 [M+H]+. 1H NMR (400 MHz, CDCl3) δ 8.58 (d, J=1.4, 2H), 7.78-7.71 (m, 1H), 7.69-7.58 (m, 1H), 7.50-7.32 (m, 4H), 7.29-7.20 (m, 1H), 5.21 (s, 2H), 3.77 (t, J=6.8, 1H), 3.43-3.17 (m, 2H), 2.67-2.47 (m, 1H), 2.42-... Reactants: FC1=CC=C(C(=O)N2C=CC3=CC(=CC=C23)N)C=C1 (N-(4-fluorobenzoyl)-5-amino-1H-indole), C1=CCN2C=CC(C=C12)=O (7-indolizinone). Product: FC1=CC=C(C(=O)N2C=C(C3=CC(=CC=C23)N)C2=CCN3CCCC3C2)C=C1 (N-(4-fluorobenzoyl)-3-(1,2,3,4,5,8-hexahydroindolizin-7-yl)-5-amino-1H-indole). As a reaction SMILES: [F:1][C:2]1[CH:19]=[CH:18][C:5]([C:6]([N:8]2[C:16]3[C:11](=[CH:12][C:13]([NH2:17])=[CH:14][CH:15]=3)[CH:10]=[CH:9]2)=[O:7])=[CH:4][CH:3]=1.[CH:20]1[C:28]2[N:23]([CH:24]=[CH:25][C:26](=O)[CH:27]=2)[CH2:22][CH:21]=1>>[F:1][C:2]1[CH:19]=[CH:18][C:5]([C:6]([N:8]2[C:16]3[C:11](=[CH:12][C:13]([NH2:17])=[CH:14][CH:15]=3)[C:10]([C:26]3[CH2:27][CH:28]4[N:23]([CH2:22][CH2:21][CH2:20]4)[CH2:24][CH:25]=3)=[CH:9]2)=[O:7])=[CH:4][CH:3]=1. Procedure: The N-(4-fluorobenzoyl)-5-amino-1H-indole (813 mg, 3.20 mmol) and the 7-indolizinone (560 mg, 4.00 mmol) were converted to product by the procedure of Example 2 to give 818 mg. (68%).